This data is from the Open Reaction Database (ORD), a public repository of structured organic reaction records. The task is: describe an organic reaction: reactants, conditions, products, and yield The reactants are 3(R)-2-(2,3-Dihydro-1H-3a,6-diaza-cyclopenta[a]inden-8-yl)-1-methyl-ethylamine, BrC1=C2N(C=3C=CN=CC13)CCC2 (8-Bromo-2,3-dihydro-1H-3a,6-diaza-cyclopenta[a]indene), C(C)(C)(C)OC(=O)N1S(OC[C@H]1C)(=O)=O ((R)-4-Methyl-2,2-dioxo-[1,2,3]oxathiazolidine-3-carboxylic acid tert-butyl ester). Product: C1CCN2C1=C(C=1C=NC=CC21)C[C@@H](C)N ((R)-2-(2,3-Dihydro-1H-3a,6-diaza-cyclopenta[a]inden-8-yl)-1-methyl-ethylamine). RXN SMILES: Br[C:2]1[C:10]2[CH:9]=[N:8][CH:7]=[CH:6][C:5]=2[N:4]2[CH2:11][CH2:12][CH2:13][C:3]=12.C(OC([N:21]1[C@H:25]([CH3:26])[CH2:24]OS1(=O)=O)=O)(C)(C)C>>[CH2:13]1[C:3]2=[C:2]([CH2:24][C@H:25]([NH2:21])[CH3:26])[C:10]3[CH:9]=[N:8][CH:7]=[CH:6][C:5]=3[N:4]2[CH2:11][CH2:12]1. Reported procedure: By the same general procedure as in example 3(R)-2-(2,3-Dihydro-1H-3a,6-diaza-cyclopenta[a]inden-8-yl)-1-methyl-ethylamine was obtained from 8-Bromo-2,3-dihydro-1H-3a,6-diaza-cyclopenta[a]indene and (R)-4-Methyl-2,2-dioxo-[1,2,3]oxathiazolidine-3-carboxylic acid tert-butyl ester as white solid. Reactants: 1α-hydroxycholesteryl tosylate, CO (carbinol), petroleum ether-benzene, [H-].[Al+3].[Li+].[H-].[H-].[H-] (lithium aluminum hydride), CC(C)CCC[C@@H](C)[C@H]1CC[C@H]2[C@@H]3C=CC4=C[C@H](C[C@@H]([C@]4(C)[C@H]3CC[C@]12C)O)O (4,6-Cholestandien-1α,3β-diol). Solvent: CCOCC (ether). The product is O[C@H]1C[C@@H](CC2=CC[C@H]3[C@@H]4CC[C@H]([C@@H](CCCC(C)C)C)[C@]4(CC[C@@H]3[C@@]12C)C)O (1α-Hydroxycholesterol). Isolated yield 72.0%. Reaction SMILES: [H-].[Al+3].[Li+].[H-].[H-].[H-].[CH3:7][CH:8]([CH2:10][CH2:11][CH2:12][C@H:13]([C@@H:15]1[C@:32]2([CH3:33])[C@H:18]([C@H:19]3[C@H:29]([CH2:30][CH2:31]2)[C@:27]2([CH3:28])[C:22](=[CH:23][C@@H:24]([OH:35])[CH2:25][C@@H:26]2[OH:34])[CH:21]=[CH:20]3)[CH2:17][CH2:16]1)[CH3:14])[CH3:9].CO>CCOCC>[OH:34][C@@H:26]1[C@@:27]2([CH3:28])[C:22](=[CH:21][CH2:20][C@@H:19]3[C@@H:29]2[CH2:30][CH2:31][C@@:32]2([CH3:33])[C@H:18]3[CH2:17][CH2:16][C@@H:15]2[C@H:13]([CH3:14])[CH2:12][CH2:11][CH2:10][CH:8]([CH3:9])[CH3:7])[CH2:23][C@@H:24]([OH:35])[CH2:25]1 |f:0.1.2.3.4.5|. Procedure details: A solution of 1α-hydroxycholesteryl tosylate (7, R' is 4-methylphenyl, 1.35 g) in anhydrous ether (80 ml) was heated under reflux with lithium aluminum hydride (0.098 g, 23.9 mmoles) under anhydrous conditions for 5 hours. Work-up of the reaction mixture as described in the above procedure for the preparation of 4,6-cholestadien-1α,3β-diol 4 followed by chromategraphy of the crude carbinol on silica gel (25 g) using low boiling petroleum ether-benzene as the eluent gave 705 mg (72% yield based o... Starting materials: O (water), BrC1=C(C=CC=C1)O (2-bromophenol), C([O-])([O-])=O.[K+].[K+] (potassium carbonate), ClC1C(CCCC1)=O (2-chlorocyclohexanone). The solvent is CN(C=O)C (N,N-dimethylformamide). Reaction conditions: temperature 60 celsius, time 4 hour. Yields the product BrC1=C(OC2C(CCCC2)=O)C=CC=C1 (2-(2-bromophenoxy)cyclohexanone). Isolated yield 56.1%. As a reaction SMILES: [Br:1][C:2]1[CH:7]=[CH:6][CH:5]=[CH:4][C:3]=1[OH:8].C(=O)([O-])[O-].[K+].[K+].Cl[CH:16]1[CH2:21][CH2:20][CH2:19][CH2:18][C:17]1=[O:22].O>CN(C)C=O>[Br:1][C:2]1[CH:7]=[CH:6][CH:5]=[CH:4][C:3]=1[O:8][CH:16]1[CH2:21][CH2:20][CH2:19][CH2:18][C:17]1=[O:22] |f:1.2.3|. Procedure: A mixture of 2-bromophenol (5 g), potassium carbonate (5.99 g) and 2-chlorocyclohexanone (4.22 g) in N,N-dimethylformamide was stirred at 60° C. for 4 hours. The reaction mixture was poured into cold water and the separated oil was extracted with diethyl ether. The extract was washed with water, dried over sodium sulfate and concentrated in vacuo. The residue was crystallized from n-hexane to give 2-(2-bromophenoxy)cyclohexanone (4.36 g). Starting materials: C(C1=CC=CC=C1)(=O)OC1=CC(=C(C(=C1)C)O)Cl (4-benzoyloxy-2-chloro-6-methylphenol), COCCl (chloromethyl methyl ether), C(C)N(C(C)C)C(C)C (N-ethyldiisopropylamine). Run in C(Cl)(Cl)Cl (chloroform). Run at temperature 0 celsius. The product is ClC=1C=C(C=C(C1OCOC)C)OC(C1=CC=CC=C1)=O (3-chloro4-methoxymethoxy-5-methyl-1-benzoyloxybenzene). Isolated yield 93.9%. RXN SMILES: [C:1]([O:9][C:10]1[CH:15]=[C:14]([CH3:16])[C:13]([OH:17])=[C:12]([Cl:18])[CH:11]=1)(=[O:8])[C:2]1[CH:7]=[CH:6][CH:5]=[CH:4][CH:3]=1.[CH3:19][O:20][CH2:21]Cl.C(N(C(C)C)C(C)C)C>C(Cl)(Cl)Cl>[Cl:18][C:12]1[CH:11]=[C:10]([O:9][C:1](=[O:8])[C:2]2[CH:3]=[CH:4][CH:5]=[CH:6][CH:7]=2)[CH:15]=[C:14]([CH3:16])[C:13]=1[O:17][CH2:19][O:20][CH3:21]. Reported procedure: Then, 25 g of 4-benzoyloxy-2-chloro-6-methylphenol was dissolved in 250 ml of chloroform, to which 12 g of chloromethyl methyl ether was added, while stirring at 0° C., and 21 g of N-ethyldiisopropylamine was added dropwise. After heating under reflux for 1 hour, the chloroform layer was washed with water, and concentrated. The residue was subjected to silica gel chromatography, which afforded 27.4 g of 3-chloro4-methoxymethoxy-5-methyl-1-benzoyloxybenzene (96% yield). The reactants are ClC(C(=O)Cl)=CC1=C(C=C(C(=C1)C1=NN(C(=C1Cl)OC(F)F)C)F)Cl (2-chloro-3-(2-chloro-5-(4-chloro-5-difluoromethoxy-1-methyl-1H-pyrazol-3-yl)-4-fluorophenyl)acryloyl chloride), C([O-])([O-])=O.[K+].[K+] (potassium carbonate), Cl.CON (methoxyamine hydrochloride). Run in C1(=CC=CC=C1)C (toluene), O (water), C1(=CC=CC=C1)C (toluene), O (water). Conditions: temperature 20 celsius, time 16 hour. Yields the product CONC(C(=CC1=C(C=C(C(=C1)C1=NN(C(=C1Cl)OC(F)F)C)F)Cl)Cl)=O (N-Methoxy-2-chloro-3-(2-chloro-5-(4-chloro-5-difluoromethoxy-1-methyl-1H-pyrazol-3-yl)-4-fluorophenyl)acrylamide). RXN SMILES: [Cl:1][C:2](=[CH:6][C:7]1[CH:12]=[C:11]([C:13]2[C:17]([Cl:18])=[C:16]([O:19][CH:20]([F:22])[F:21])[N:15]([CH3:23])[N:14]=2)[C:10]([F:24])=[CH:9][C:8]=1[Cl:25])[C:3](Cl)=[O:4].C(=O)([O-])[O-].[K+].[K+].Cl.[CH3:33][O:34][NH2:35]>C1(C)C=CC=CC=1.O>[CH3:33][O:34][NH:35][C:3](=[O:4])[C:2]([Cl:1])=[CH:6][C:7]1[CH:12]=[C:11]([C:13]2[C:17]([Cl:18])=[C:16]([O:19][CH:20]([F:21])[F:22])[N:15]([CH3:23])[N:14]=2)[C:10]([F:24])=[CH:9][C:8]=1[Cl:25] |f:1.2.3,4.5|. Procedure: A solution of 4.5 g (10 mmol) of 2-chloro-3-(2-chloro-5-(4-chloro-5-difluoromethoxy-1-methyl-1H-pyrazol-3-yl)-4-fluorophenyl)acryloyl chloride in 25 ml of toluene was treated with 25 ml of water, 14.4 g (0.1 mol) of potassium carbonate and 1.7 g (20 mmol) of methoxyamine hydrochloride. After the mixture had been stirred for 16 hours at approximately 20° C., it was heated for a further 2 hours at 40° C. The reaction mixture was subsequently diluted with 200 ml of toluene and 200 ml of water. The ... Starting materials: O(C1=CC=CC=C1)CC1=NC2C(N(C2S1)C(C(=O)[O-])=C(C)O)=O (3-phenoxymethyl-7-oxo-4-thia-2,6-diazabicyclo[3,2,0]hept-2-en-6-yl -α-(1-hydroxyethylidene)acetate), O(C1=CC=CC=C1)CC1=NC2C(N(C2S1)C(C(=O)OCC1=CC=C(C=C1)[N+](=O)[O-])=C(C)OS(=O)(=O)C)=O (p-nitrobenzyl α-[3-phenoxymethyl-7-oxo-4-thia-2,6-diazabicyclo[3,2,0]hept-2-en-6-yl]-α-(1-methanesulfonyloxyethylidene)acetate), N1CCOCC1 (morpholine), CS(=O)(=O)Cl (methanesulfonyl chloride). The solvent is O1CCCC1 (tetrahydrofuran), C(C)N(CC)CC (triethylamine). Conditions: time 1.5 hour. Product: O(C1=CC=CC=C1)CC1=NC2C(N(C2S1)C(C(=O)OCC1=CC=C(C=C1)[N+](=O)[O-])=C(C)N1CCOCC1)=O (p-nitrobenzyl α-[3-phenoxymethyl-7-oxo-4-thia-2,6-diazabicyclo[3,2,0]hept-2-en-6-yl]-α-(1-morpholinoethylidene)acetate). As a reaction SMILES: O(CC1S[CH:14]2[CH:11](C(=O)[N:13]2[C:16](=C(O)C)[C:17]([O-:19])=O)N=1)C1C=CC=CC=1.CS(Cl)(=O)=O.[O:29]([CH2:36][C:37]1[S:43][CH:42]2[CH:39]([C:40](=[O:65])[N:41]2[C:44](=[C:58](OS(C)(=O)=O)[CH3:59])[C:45]([O:47][CH2:48][C:49]2[CH:54]=[CH:53][C:52]([N+:55]([O-:57])=[O:56])=[CH:51][CH:50]=2)=[O:46])[N:38]=1)[C:30]1[CH:35]=[CH:34][CH:33]=[CH:32][CH:31]=1.N1CCOCC1>O1CCCC1.C(N(CC)CC)C>[O:29]([CH2:36][C:37]1[S:43][CH:42]2[CH:39]([C:40](=[O:65])[N:41]2[C:44](=[C:58]([N:13]2[CH2:16][CH2:17][O:19][CH2:11][CH2:14]2)[CH3:59])[C:45]([O:47][CH2:48][C:49]2[CH:54]=[CH:53][C:52]([N+:55]([O-:57])=[O:56])=[CH:51][CH:50]=2)=[O:46])[N:38]=1)[C:30]1[CH:35]=[CH:34][CH:33]=[CH:32][CH:31]=1. Procedure: One dissolves p-nitrobenzyl α-[3-phenoxymethyl-7-oxo-4-thia-2,6-diazabicyclo[3,2,0]hept-2-en-6-yl -α-(1-hydroxyethylidene)acetate (940 mg) in tetrahydrofuran (14 ml), adds triethylamine (0.61 ml) and methanesulfonyl chloride (0.172 ml), and stirs for 1 hour ε+ -15° to -20° C. To the produced solution of p-nitrobenzyl α-[3-phenoxymethyl-7-oxo-4-thia-2,6-diazabicyclo[3,2,0]hept-2-en-6-yl]-α-(1-methanesulfonyloxyethylidene)acetate, one adds morpholine (0.209 ml), stirs for 1.5 hours at -15° to -20°... The product is C=C(C)C(CC(=O)O)c1ccc(OCc2ccc(C(C)(C)C)c(-c3cc(OC)ccc3F)c2)cc1. As a reaction SMILES: [CH2:41]1[O:42][CH2:43][CH2:44][CH2:45]1.[CH3:1][C:2]([CH3:3])([CH3:4])[c:5]1[cH:6][cH:7][c:8]([CH2:20][O:21][c:22]2[cH:23][cH:24][c:25]([CH:28]([CH2:29][C:30](=[O:31])[O:32][CH2:33][CH3:34])[C:35](=[CH2:36])[CH3:37])[cH:26][cH:27]2)[cH:9][c:10]1-[c:11]1[c:12]([F:19])[cH:13][cH:14][c:15]([O:17][CH3:18])[cH:16]1.[CH3:38][CH2:39][OH:40].[Na+:47].[OH-:46]>>[CH3:1][C:2]([CH3:3])([CH3:4])[c:5]1[cH:6][cH:7][c:8]([CH2:20][O:21][c:22]2[cH:23][cH:24][c:25]([CH:28]([CH2:29][C:30](=[O:31])[OH:32])[C:35](=[CH2:36])[CH3:37])[cH:26][cH:27]2)[cH:9][c:10]1-[c:11]1[c:12]([F:19])[cH:13][cH:14][c:15]([O:17][CH3:18])[cH:16]1. Reactants: C1CCOC1, C=C(C)C(CC(=O)OCC)c1ccc(OCc2ccc(C(C)(C)C)c(-c3cc(OC)ccc3F)c2)cc1, CCO, [Na+], [OH-]. As a reaction SMILES: NC1C=CC(N2CCC[C@H](C(N3CCN(C)CC3)=O)C2)=CC=1OC.[CH3:25][O:26][C:27]1[CH:28]=[C:29]([N:36]2[CH2:41][CH2:40][CH:39]([N:42]3[CH2:46][CH2:45][C@H:44]([OH:47])[CH2:43]3)[CH2:38][CH2:37]2)[CH:30]=[CH:31][C:32]=1[N+:33]([O-])=O>>[NH2:33][C:32]1[CH:31]=[CH:30][C:29]([N:36]2[CH2:41][CH2:40][CH:39]([N:42]3[CH2:46][CH2:45][C@H:44]([OH:47])[CH2:43]3)[CH2:38][CH2:37]2)=[CH:28][C:27]=1[O:26][CH3:25]. Product: NC1=C(C=C(C=C1)N1CCC(CC1)N1C[C@H](CC1)O)OC ((S)-1-[1-(4-Amino-3-methoxy-phenyl)-piperidin-4-yl]-pyrrolidin-3-ol). Reported procedure: (S)-1-[1-(4-Amino-3-methoxy-phenyl)-piperidin-4-yl]-pyrrolidin-3-ol was prepared in an analogous fashion to [(S)-1-(4-Amino-3-methoxy-phenyl)-piperidin-3-yl]-(4-methyl-piperazin-1-yl)-methanone of Example 460c replacing [(S)-1-(3-Methoxy-4-nitro-phenyl)-piperidin-3-yl]-(4-methyl-piperazin-1-yl)-methanone with (S)-1-[1-(3-Methoxy-4-nitro-phenyl)-piperidin-4-yl]-pyrrolidin-3-ol (150 mg, 99%). LC/MS (E/I+) 292.15 (M+H). Reactants: NC1=C(C=C(C=C1)N1C[C@H](CCC1)C(=O)N1CCN(CC1)C)OC ([(S)-1-(4-Amino-3-methoxy-phenyl)-piperidin-3-yl]-(4-methyl-piperazin-1-yl)-methanone), COC=1C=C(C=CC1[N+](=O)[O-])N1CCC(CC1)N1C[C@H](CC1)O ((S)-1-[1-(3-Methoxy-4-nitro-phenyl)-piperidin-4-yl]-pyrrolidin-3-ol). Yields the product COC(CN(C1=CC2=C(N(C(=N2)C2=CC=CC=C2)C2=CC=CC=C2)C=C1)S(=O)(=O)C1=CC=C(C=C1)Cl)=O ([[(4-Chlorophenyl)sulfonyl][1,2-diphenyl-1H-benzimidazol-5-yl]amino]acetic acid methyl ester). The solvent is CN(C=O)C (N,N-dimethylformamide). Starting materials: ClC1=CC=C(C=C1)S(=O)(=O)NC1=CC2=C(N(C(=N2)C2=CC=CC=C2)C2=CC=CC=C2)C=C1 (4-chloro-N-(1,2-diphenyl-1H-benzimidazol-5-yl)benzenesulfonamide), O (water), [H-].[Na+] (sodium hydride), COC(CBr)=O (bromoacetic acid methyl ester). Reaction conditions: temperature 20 celsius, time 30 minute. As a reaction SMILES: [Cl:1][C:2]1[CH:7]=[CH:6][C:5]([S:8]([NH:11][C:12]2[CH:32]=[CH:31][C:15]3[N:16]([C:25]4[CH:30]=[CH:29][CH:28]=[CH:27][CH:26]=4)[C:17]([C:19]4[CH:24]=[CH:23][CH:22]=[CH:21][CH:20]=4)=[N:18][C:14]=3[CH:13]=2)(=[O:10])=[O:9])=[CH:4][CH:3]=1.[H-].[Na+].[CH3:35][O:36][C:37](=[O:40])[CH2:38]Br.O>CN(C)C=O>[CH3:35][O:36][C:37](=[O:40])[CH2:38][N:11]([S:8]([C:5]1[CH:6]=[CH:7][C:2]([Cl:1])=[CH:3][CH:4]=1)(=[O:10])=[O:9])[C:12]1[CH:32]=[CH:31][C:15]2[N:16]([C:25]3[CH:26]=[CH:27][CH:28]=[CH:29][CH:30]=3)[C:17]([C:19]3[CH:24]=[CH:23][CH:22]=[CH:21][CH:20]=3)=[N:18][C:14]=2[CH:13]=1 |f:1.2|. Procedure: 100 mg of 4-chloro-N-(1,2-diphenyl-1H-benzimidazol-5-yl)benzenesulfonamide was suspended in 0.5 ml of N,N-dimethylformamide, mixed with 8 mg of sodium hydride and stirred for 30 minutes at 20° C. 50 mg of bromoacetic acid methyl ester was added, allowed to stir for 15 hours, mixed with water, extracted three times with ethyl acetate, the extracts were dried on sodium sulfate, concentrated by evaporation in a vacuum, and the residue was chromatographed on silica gel. Starting materials: NCc1ccccc1, O=C(NC(Cc1ccccc1)C(O)C(=O)O)c1cccnc1-n1ccc(-c2ccccc2)n1. The product is O=C(NC(Cc1ccccc1)C(O)C(=O)NCc1ccccc1)c1cccnc1-n1ccc(-c2ccccc2)n1. RXN SMILES: [NH2:34][CH2:35][c:36]1[cH:37][cH:38][cH:39][cH:40][cH:41]1.[c:1]1([CH2:7][CH:8]([CH:9]([C:10](=[O:11])[OH:12])[OH:13])[NH:14][C:15]([c:16]2[c:17](-[n:22]3[n:23][c:24](-[c:27]4[cH:28][cH:29][cH:30][cH:31][cH:32]4)[cH:25][cH:26]3)[n:18][cH:19][cH:20][cH:21]2)=[O:33])[cH:2][cH:3][cH:4][cH:5][cH:6]1>>[c:1]1([CH2:7][CH:8]([CH:9]([C:10](=[O:12])[NH:34][CH2:35][c:36]2[cH:37][cH:38][cH:39][cH:40][cH:41]2)[OH:13])[NH:14][C:15]([c:16]2[c:17](-[n:22]3[n:23][c:24](-[c:27]4[cH:28][cH:29][cH:30][cH:31][cH:32]4)[cH:25][cH:26]3)[n:18][cH:19][cH:20][cH:21]2)=[O:33])[cH:2][cH:3][cH:4][cH:5][cH:6]1.